From a dataset of the Open Reaction Database (ORD), a public repository of structured organic reaction records. describe an organic reaction: reactants, conditions, products, and yield Starting materials: [N+](=O)([O-])C1=C(C=CC=C1)CCC(=O)O (3-(2-nitrophenyl)propionic acid), S(=O)(Cl)Cl (thionyl chloride). Run in C(Cl)Cl (methylene chloride), C(Cl)Cl (methylene chloride). Product: [N+](=O)([O-])C1=C(C=CC=C1)CCC(=O)Cl (3-(2-nitrophenyl)propionyl chloride). As a reaction SMILES: [N+:1]([C:4]1[CH:9]=[CH:8][CH:7]=[CH:6][C:5]=1[CH2:10][CH2:11][C:12]([OH:14])=O)([O-:3])=[O:2].S(Cl)([Cl:17])=O>C(Cl)Cl>[N+:1]([C:4]1[CH:9]=[CH:8][CH:7]=[CH:6][C:5]=1[CH2:10][CH2:11][C:12]([Cl:17])=[O:14])([O-:3])=[O:2]. Reported procedure: A stirred solution of 74.2 g (0.38 mole) of 3-(2-nitrophenyl)propionic acid and 53.6 g (0.45 mole) of thionyl chloride in 250 mL of methylene chloride was heated under reflux for 16 hours. The reaction mixture was concentrated under reduced pressure to give a residue, which was dissolved in 100 mL of methylene chloride. The solution was concentrated under reduced pressure, and the residue was subjected to high vacuum to give 3-(2-nitrophenyl)propionyl chloride as an oil. The reactants are C(C1=CC=CC=C1)OC(=O)N[C@@H](CC(OC(C)(C)C)=O)C(=O)NCCC1=CC(O)=C(O)C=C1 (N-(N′-benzyloxycarbonyl-Oγ-tert-butyl-L-aspartyl)dopamine), C(\C=C\C1=CC(O)=C(O)C=C1)(=O)O (caffeic acid). The product is C(\C=C\C1=CC(O)=C(O)C=C1)(=O)N[C@@H](CC(O)=O)C(=O)NCCC1=CC(O)=C(O)C=C1 (N-(N′-caffeoyl-L-aspartyl)dopamine). Yield: 52.4%. Reaction SMILES: C(O[C:9]([NH:11][C@H:12]([C:21]([NH:23][CH2:24][CH2:25][C:26]1[CH:33]=[CH:32][C:30]([OH:31])=[C:28]([OH:29])[CH:27]=1)=[O:22])[CH2:13][C:14](=[O:20])[O:15]C(C)(C)C)=[O:10])C1C=CC=CC=1.C(O)(=O)/[CH:35]=[CH:36]/[C:37]1[CH:44]=[CH:43][C:41]([OH:42])=[C:39]([OH:40])[CH:38]=1>>[C:9]([NH:11][C@H:12]([C:21]([NH:23][CH2:24][CH2:25][C:26]1[CH:33]=[CH:32][C:30]([OH:31])=[C:28]([OH:29])[CH:27]=1)=[O:22])[CH2:13][C:14](=[O:20])[OH:15])(=[O:10])/[CH:35]=[CH:36]/[C:37]1[CH:44]=[CH:43][C:41]([OH:42])=[C:39]([OH:40])[CH:38]=1. Reported procedure: N-(N′-benzyloxycarbonyl-Oγ-tert-butyl-L-aspartyl)dopamine (1.0 g, 2.3 mmol) was deprotected by hydrogenolysis as described in example 5. The product thus obtained was then coupled with caffeic acid (621 mg, 3.5 mmol) according to the indications of example 4. Purification by flash chromatography using 30-50% AcOEt/CH2Cl2 containing 1% AcOH yielded 519 mg (47%) of the title compound as yellow crystals. Procedure: To the solution of 2-trifluoromethyl-6-nitrophenol (4.2 g, 20.3 mmol) in ethanol (20 ml, Tin (II) chloride (22.9 g, 101 mmol) was added. The reaction mixture was stirred at reflux for about 4 hours, tThen it was cooled to room temperature. The NaHCO3 (aq) was added until pH=7 was obtained and then the mixture was extracted with ethyl acetate (3×). The combined organic layer was dried over MgSO4, filtered and concentrated under reduced pressure to give desired product (3.4 g, 94%). EI-MS m/z 178 ... Yields the product FC(C=1C(=C(N)C=CC1)O)(F)F (3-trifluoromethyl-2-hydroxyaniline). As a reaction SMILES: [F:1][C:2]([F:14])([F:13])[C:3]1[CH:8]=[CH:7][CH:6]=[C:5]([N+:9]([O-])=O)[C:4]=1[OH:12].[Sn](Cl)Cl.C([O-])(O)=O.[Na+]>C(O)C>[F:1][C:2]([F:13])([F:14])[C:3]1[C:4]([OH:12])=[C:5]([CH:6]=[CH:7][CH:8]=1)[NH2:9] |f:2.3|. Yield: 94.6%. The reactants are FC(C1=C(C(=CC=C1)[N+](=O)[O-])O)(F)F (2-trifluoromethyl-6-nitrophenol), [Sn](Cl)Cl (Tin (II) chloride), C(=O)(O)[O-].[Na+] (NaHCO3). The solvent is C(C)O (ethanol). The reactants are C(C1=CC=CC=C1)OC(=O)NC[C@@H](COC(NC=1N=CC2=CC=CC=C2C1)=O)N(C(=O)NCC1=C(C(=CC=C1)F)Cl)C (isoquinolin-3-yl-carbamic acid (S)-3-benzyloxycarbonylamino-2-[3-(2-chloro-3-fluoro-benzyl)-1-methyl-ureido]-propyl ester), [Si](C)(C)(C)I (TMSI). Solvent: CC#N (CH3CN). Run at time 15 minute. Product: C1=NC(=CC2=CC=CC=C12)NC(OC[C@H](CN)N(C(=O)NCC1=C(C(=CC=C1)F)Cl)C)=O ((S)-3-amino-2-(3-(2-chloro-3-fluorobenzyl)-1-methylureido)propyl isoquinolin-3-ylcarbamate). Yield: 275.6%. As a reaction SMILES: C(OC([NH:11][CH2:12][C@H:13]([N:29]([CH3:42])[C:30]([NH:32][CH2:33][C:34]1[CH:39]=[CH:38][CH:37]=[C:36]([F:40])[C:35]=1[Cl:41])=[O:31])[CH2:14][O:15][C:16](=[O:28])[NH:17][C:18]1[N:19]=[CH:20][C:21]2[C:26]([CH:27]=1)=[CH:25][CH:24]=[CH:23][CH:22]=2)=O)C1C=CC=CC=1.[Si](I)(C)(C)C>CC#N>[CH:20]1[C:21]2[C:26](=[CH:25][CH:24]=[CH:23][CH:22]=2)[CH:27]=[C:18]([NH:17][C:16](=[O:28])[O:15][CH2:14][C@@H:13]([N:29]([CH3:42])[C:30]([NH:32][CH2:33][C:34]2[CH:39]=[CH:38][CH:37]=[C:36]([F:40])[C:35]=2[Cl:41])=[O:31])[CH2:12][NH2:11])[N:19]=1. Procedure: To a solution of isoquinolin-3-yl-carbamic acid (S)-3-benzyloxycarbonylamino-2-[3-(2-chloro-3-fluoro-benzyl)-1-methyl-ureido]-propyl ester (1.3 g, 2.13 mmol) in CH3CN (20.0 mL) was added TMSI (0.35 mL, 2.56 mmol). The mixture was stirred at RT for 15 min and quenched with MeOH (20.0 mL). The resulting mixture was stirred for another 15 min, concentrated to dryness, and partitioned in between ether (30 mL) and HCl (2 N, 20 mL). The aqueous layer was separated, basified to pH 9, and extracted with...